This data is from the Open Reaction Database (ORD), a public repository of structured organic reaction records. The task is: describe an organic reaction: reactants, conditions, products, and yield Reactants: C1(=CC=C(C=C1)S(=O)(=O)OCCCO)C (1,3-propanediol mono-p-toluenesulfonate), OC1=CC=C(C=C1)C=1N=C2N(C=C(C=C2)OC)C1 (2-(4′-hydroxyphenyl)-6-methoxyimidazo[1,2-a]pyridine), C1(=CC=CC=C1)P(C1=CC=CC=C1)C1=CC=CC=C1 (triphenylphosphine), CC(C)OC(=O)/N=N/C(=O)OC(C)C (diisopropylazodicarboxylate). Solvent: O1CCCC1 (tetrahydrofuran), CN(C=O)C (N,N-dimethylformamide). Run at time 23 hour. The product is COC=1C=CC=2N(C1)C=C(N2)C2=CC=C(C=C2)OCCCOS(=O)(=O)C2=CC=C(C=C2)C (6-methoxy-2-[4′-(3″-p-toluenesulfonyloxypropoxy)phenyl]imidazo[1,2-a]pyridine). Isolated yield 45.1%. RXN SMILES: [C:1]1([CH3:15])[CH:6]=[CH:5][C:4]([S:7]([O:10][CH2:11][CH2:12][CH2:13][OH:14])(=[O:9])=[O:8])=[CH:3][CH:2]=1.O[C:17]1[CH:22]=[CH:21][C:20]([C:23]2[N:24]=[C:25]3[CH:30]=[CH:29][C:28]([O:31][CH3:32])=[CH:27][N:26]3[CH:33]=2)=[CH:19][CH:18]=1.C1(P(C2C=CC=CC=2)C2C=CC=CC=2)C=CC=CC=1.CC(OC(/N=N/C(OC(C)C)=O)=O)C>O1CCCC1.CN(C)C=O>[CH3:32][O:31][C:28]1[CH:29]=[CH:30][C:25]2[N:26]([CH:33]=[C:23]([C:20]3[CH:19]=[CH:18][C:17]([O:14][CH2:13][CH2:12][CH2:11][O:10][S:7]([C:4]4[CH:3]=[CH:2][C:1]([CH3:15])=[CH:6][CH:5]=4)(=[O:8])=[O:9])=[CH:22][CH:21]=3)[N:24]=2)[CH:27]=1. Procedure: To a solution of 554 mg (corresponding to 2.40 mmol) of 1,3-propanediol mono-p-toluenesulfonate in 10 mL of tetrahydrofuran, 260 mg (corresponding to 1.08 mmol) of 2-(4′-hydroxyphenyl)-6-methoxyimidazo[1,2-a]pyridine and 636 mg (corresponding to 2.42 mmol) of triphenylphosphine were added. Further, 5 mL of N,N-dimethylformamide was added thereto to completely dissolve the contents. To the reaction mixture, 0.48 mL (corresponding to 2.42 mmol) of diisopropylazodicarboxylate was added. After the r...